From a dataset of the Open Reaction Database (ORD), a public repository of structured organic reaction records. describe an organic reaction: reactants, conditions, products, and yield Starting materials: CCCCCC(Oc1ccc(C2=CCCCC2)cc1)C(=O)OCC, CCO, [Na+], [OH-]. The product is CCCCCC(Oc1ccc(C2=CCCCC2)cc1)C(=O)O. Reaction SMILES: [CH2:1]([CH3:2])[O:3][C:4]([CH:5]([CH2:6][CH2:7][CH2:8][CH2:9][CH3:10])[O:11][c:12]1[cH:13][cH:14][c:15]([C:18]2=[CH:19][CH2:20][CH2:21][CH2:22][CH2:23]2)[cH:16][cH:17]1)=[O:24].[CH3:25][CH2:26][OH:27].[Na+:29].[OH-:28]>>[O:3]=[C:4]([CH:5]([CH2:6][CH2:7][CH2:8][CH2:9][CH3:10])[O:11][c:12]1[cH:13][cH:14][c:15]([C:18]2=[CH:19][CH2:20][CH2:21][CH2:22][CH2:23]2)[cH:16][cH:17]1)[OH:24].